From a dataset of the Open Reaction Database (ORD), a public repository of structured organic reaction records. describe an organic reaction: reactants, conditions, products, and yield Reactants: C(=C)N(C=O)CCC(=O)OCC (ethyl 3-(N-vinylformamido)propionate), C(C=C)N (allylamine), C[O-].[Na+] (sodium methoxide). Run in CO (methanol). Reaction conditions: temperature 90 celsius. Yields the product C(C=C)NC(CCN(C=O)C=C)=O (N-allyl-3-(N-vinylformamido)propionamide). As a reaction SMILES: [CH:1]([N:3]([CH2:6][CH2:7][C:8]([O:10]CC)=O)[CH:4]=[O:5])=[CH2:2].[CH2:13]([NH2:16])[CH:14]=[CH2:15].C[O-].[Na+]>CO>[CH2:13]([NH:16][C:8](=[O:10])[CH2:7][CH2:6][N:3]([CH:1]=[CH2:2])[CH:4]=[O:5])[CH:14]=[CH2:15] |f:2.3|. Procedure details: A 100mL stainless steel high pressure reactor was charged with 17.1 grams (0.1 mol) of ethyl 3-(N-vinylformamido)propionate, 5.7 grams (0.1 mol) of allylamine and 0.15 gram of 25% sodium methoxide in methanol solution. The mixture was heated at 90° C. for 3 hours. Subsequent NMR analysis of the reaction mixture showed no conversion of the starting materials. Reactants: COc1ncccc1C(=O)C1CC=CC1, [K+], NN, [OH-], O, OCCO. The product is COc1ncccc1CC1CC=CC1. RXN SMILES: [CH:1]1([C:6](=[O:7])[c:8]2[c:9]([O:14][CH3:15])[n:10][cH:11][cH:12][cH:13]2)[CH2:2][CH:3]=[CH:4][CH2:5]1.[K+:17].[NH2:18][NH2:19].[OH-:16].[OH2:20].[OH:21][CH2:22][CH2:23][OH:24]>>[CH:1]1([CH2:6][c:8]2[c:9]([O:14][CH3:15])[n:10][cH:11][cH:12][cH:13]2)[CH2:2][CH:3]=[CH:4][CH2:5]1. Starting materials: O (water), OC1=CC=C(C=C1)CCC#N (3-(4-Hydroxyphenyl)propionitrile), C([O-])([O-])=O.[K+].[K+] (potassium carbonate), C(C1=CC=CC=C1)Br (benzyl bromide). Run in CN(C)C=O (DMF). Run at temperature 90 celsius. Yields the product C(C1=CC=CC=C1)OC1=CC=C(C=C1)CCC#N (3-(4-benzyloxyphenyl)propionitrile). Yield: 100.7%. RXN SMILES: [OH:1][C:2]1[CH:7]=[CH:6][C:5]([CH2:8][CH2:9][C:10]#[N:11])=[CH:4][CH:3]=1.[CH2:12](Br)[C:13]1[CH:18]=[CH:17][CH:16]=[CH:15][CH:14]=1.C(=O)([O-])[O-].[K+].[K+].O>CN(C=O)C>[CH2:12]([O:1][C:2]1[CH:3]=[CH:4][C:5]([CH2:8][CH2:9][C:10]#[N:11])=[CH:6][CH:7]=1)[C:13]1[CH:18]=[CH:17][CH:16]=[CH:15][CH:14]=1 |f:2.3.4|. Procedure: 3-(4-Hydroxyphenyl)propionitrile (1.47 g, 0.01 mol) was dissolved in DMF (24 ml), and to this solution were successively added benzyl bromide (1.31 ml, 0.011 mol, 1.1 eq) and anhydrous potassium carbonate (4.15 g, 0.030 mol, 3.0 eq). The mixture was stirred under heating at 90° C. for 3 hours. This reaction mixture was cooled to room temperature, and water (100 ml) was added. The mixture was extracted twice with ethyl acetate (100 ml). The organic layers were combined, washed with saturated brin... The reactants are C[O-].[Na+] (sodium methoxide), NC1=NC(=CC(=N1)C)C (2-Amino-4,6-dimethylpyrimidine), C(C)(=O)O (acetic acid). Solvent: COC(OC)=O (dimethylcarbonate). Yields the product COC(NC1=NC(=CC(=N1)C)C)=O (Methyl(4,6-dimethylpyrimidin-2-yl)carbamate). As a reaction SMILES: [NH2:1][C:2]1[N:7]=[C:6]([CH3:8])[CH:5]=[C:4]([CH3:9])[N:3]=1.[CH3:10][O-].[Na+].[C:13]([OH:16])(=[O:15])C>COC(=O)OC>[CH3:10][O:16][C:13](=[O:15])[NH:1][C:2]1[N:7]=[C:6]([CH3:8])[CH:5]=[C:4]([CH3:9])[N:3]=1 |f:1.2|. Procedure: To 2-Amino-4,6-dimethylpyrimidine (10 g) dissolved in dimethylcarbonate (80 ml) was added sodium methoxide (4.4 g) and the mixture refluxed for four hours. The mixture was cooled and acetic acid (5 ml) was added. The mixture was then partitioned between water (100 ml) and methylene chloride (300 ml). A second methylene chloride extraction of the aqueous phase was made and the combined methylene chloride phase washed with water (50 ml) containing NH4Cl. The solvent was evaporated and the residue ... The reactants are CN(C(C(=S)OCC)=CC=C(C(=O)OCC)C1=CC=CC=C1)C (diethyl 2-dimethylamino-5-phenylthio-2,4-hexadienedioate), CC[O-].[Na+] (sodium ethylate), C(CCC)SCC(=O)OCC (ethyl (n-butylthio)acetate), F[B-](F)(F)F.CN(C(=CC=[N+](C)C)C(=O)OCC)C (N-(3-dimethylamino-3-ethoxycarbonylpropenylidene)-N-methylmethanaminium tetrafluoroborate), ethanolic solution. Run in C(C)O (ethanol). Product: CN(C(C(=S)OCC)=CC=C(C(=O)OCC)CCCC)C (Diethyl 2-dimethylamino-5-n-butylthio-2,4-hexadienedioate). RXN SMILES: [CH3:1][N:2]([CH3:23])[C:3](=[CH:9][CH:10]=[C:11]([C:17]1C=C[CH:20]=[CH:19][CH:18]=1)[C:12]([O:14][CH2:15][CH3:16])=[O:13])[C:4]([O:6][CH2:7][CH3:8])=[S:5].F[B-](F)(F)F.CN(C)C(C(OCC)=O)=CC=[N+](C)C.CC[O-].[Na+].C(SCC(OCC)=O)CCC>C(O)C>[CH3:23][N:2]([CH3:1])[C:3](=[CH:9][CH:10]=[C:11]([CH2:17][CH2:18][CH2:19][CH3:20])[C:12]([O:14][CH2:15][CH3:16])=[O:13])[C:4]([O:6][CH2:7][CH3:8])=[S:5] |f:1.2,3.4|. Procedure: The procedure is as in Example 2 for the preparation of diethyl 2-dimethylamino-5-phenylthio-2,4-hexadienedioate, starting with N-(3-dimethylamino-3-ethoxycarbonylpropenylidene)-N-methylmethanaminium tetrafluoroborate (10 g), a 2M ethanolic solution of sodium ethylate (17.5 cc) and ethyl (n-butylthio)acetate (6.16 g) in ethanol (60 cc). Diethyl 2-dimethylamino-5-n-butylthio-2,4-hexadienedioate (10 g) is thereby obtained in the form of an orange-red oil, and is used in the crude state in the subs...